describe an organic reaction: reactants, conditions, products, and yield From a dataset of the Open Reaction Database (ORD), a public repository of structured organic reaction records. As a reaction SMILES: FC(F)(F)C(O)=O.C(OC([N:15]1[CH2:29][CH2:28][N:18]2[C:19]3[CH:20]=[C:21]([S:26][CH3:27])[CH:22]=[CH:23][C:24]=3[CH2:25][CH:17]2[CH2:16]1)=O)(C)(C)C.C(=O)([O-])O.[Na+].[C:35]([OH:42])(=[O:41])/[CH:36]=[CH:37]/[C:38]([OH:40])=[O:39]>ClCCl.CC(O)C>[C:35]([OH:42])(=[O:41])/[CH:36]=[CH:37]/[C:38]([OH:40])=[O:39].[CH3:27][S:26][C:21]1[CH:22]=[CH:23][C:24]2[CH2:25][CH:17]3[CH2:16][NH:15][CH2:29][CH2:28][N:18]3[C:19]=2[CH:20]=1 |f:2.3,7.8|. Starting materials: C(O)([O-])=O.[Na+] (sodium hydrogen carbonate), C(\C=C\C(=O)O)(=O)O (Fumaric acid), FC(C(=O)O)(F)F (Trifluoroacetic acid), C(C)(C)(C)OC(=O)N1CC2N(C=3C=C(C=CC3C2)SC)CC1 (2-tert-butoxycarbonyl-7-(methylthio)-1,2,3,4,10,10a-hexahydropyrazino[1,2-a]indole). The yield is 54.0%. Procedure details: Trifluoroacetic acid (1 mL) was added to a stirred solution of 2-tert-butoxycarbonyl-7-(methylthio)-1,2,3,4,10,10a-hexahydropyrazino[1,2-a]indole (70 mg, 0.21 mmol) in dichloromethane. (5 mL) at room temperature under Ar. The reaction was stirred at room temperature for 1 h then poured into saturated aqueous sodium hydrogen carbonate solution (50 mL) and extracted with dichloromethane (3×30 mL). The combined organic extracts, were washed with brine (1×30 mL), dried (magnesium sulfate), filtered ... Run at time 1 hour. Yields the product C(\C=C\C(=O)O)(=O)O.CSC=1C=CC=2CC3N(C2C1)CCNC3 ((RS) 7-(Methylthio)-1,2,3,4,10,10a-hexahydropyrazino[1,2-a]indole Fumarate). Run in ClCCl (dichloromethane), CC(C)O (2-propanol). The reactants are BrB(Br)Br, CCS(=O)(=O)Nc1ccc(Oc2c(-c3ccccc3)c(C)cc3cc(OC)ccc23)cc1, CCOC(C)=O, ClCCl. Yields the product CCS(=O)(=O)Nc1ccc(Oc2c(-c3ccccc3)c(C)cc3cc(O)ccc23)cc1. RXN SMILES: [B:33]([Br:34])([Br:35])[Br:36].[CH3:1][O:2][c:3]1[cH:4][c:5]2[cH:6][c:7]([CH3:32])[c:8](-[c:26]3[cH:27][cH:28][cH:29][cH:30][cH:31]3)[c:9]([O:13][c:14]3[cH:15][cH:16][c:17]([NH:20][S:21](=[O:22])(=[O:23])[CH2:24][CH3:25])[cH:18][cH:19]3)[c:10]2[cH:11][cH:12]1.[CH3:37][CH2:38][O:39][C:40]([CH3:41])=[O:42].[Cl:43][CH2:44][Cl:45]>>[OH:2][c:3]1[cH:4][c:5]2[cH:6][c:7]([CH3:32])[c:8](-[c:26]3[cH:27][cH:28][cH:29][cH:30][cH:31]3)[c:9]([O:13][c:14]3[cH:15][cH:16][c:17]([NH:20][S:21](=[O:22])(=[O:23])[CH2:24][CH3:25])[cH:18][cH:19]3)[c:10]2[cH:11][cH:12]1. Reactants: C=O, CC(=O)O, N, [Na+], [OH-], O, Cc1ccc(C)c(O)c1. Yields the product Cc1cc(CO)c(C)cc1O. As a reaction SMILES: [CH2:12]=[O:13].[CH3:15][C:16](=[O:17])[OH:18].[NH3:14].[Na+:11].[OH-:10].[OH2:19].[c:1]1([OH:9])[c:2]([CH3:8])[cH:3][cH:4][c:5]([CH3:7])[cH:6]1>>[c:1]1([OH:9])[c:2]([CH3:8])[cH:3][c:4]([CH2:12][OH:10])[c:5]([CH3:7])[cH:6]1. Reactants: Cl (hydrochloric acid), Cl.Cl.COC(C(CC=1C=C2C=CN=C(C2=CC1)N)N)=O (2-Amino-3-(1-amino-6-isoquinolinyl)propionic acid methyl ester dihydrochloride), [OH-].[Na+] (sodium hydroxide), C1=C(C=CC2=CC=CC=C12)S(=O)(=O)Cl (2-naphthalenylsulfonylchloride). The solvent is C(C)(C)(C)O.O (t-butanol water), ClCCl.CO (dichloromethane methanol), O (water), ClCCl (dichloromethane), C(C)N(CC)CC (triethylamine), O1CCOCC1 (dioxane), ClCCl (dichloromethane). The product is Cl.COC(C(CC=1C=C2C=CN=C(C2=CC1)N)NS(=O)(=O)C1=CC2=CC=CC=C2C=C1)=O (3-(1-amino-6-isoquinolinyl)-2-[(2-naphthalenylsulfonyl)amino]propionic acid methyl ester hydrochloride). Yield: 35.8%. As a reaction SMILES: [CH:1]1[C:10]2[C:5](=[CH:6][CH:7]=[CH:8][CH:9]=2)[CH:4]=[CH:3][C:2]=1[S:11]([Cl:14])(=[O:13])=[O:12].Cl.Cl.[CH3:17][O:18][C:19](=[O:34])[CH:20]([NH2:33])[CH2:21][C:22]1[CH:23]=[C:24]2[C:29](=[CH:30][CH:31]=1)[C:28]([NH2:32])=[N:27][CH:26]=[CH:25]2.[OH-].[Na+].Cl>ClCCl.C(N(CC)CC)C.C(O)(C)(C)C.O.ClCCl.CO.O.O1CCOCC1>[ClH:14].[CH3:17][O:18][C:19](=[O:34])[CH:20]([NH:33][S:11]([C:2]1[CH:3]=[CH:4][C:5]2[C:10](=[CH:9][CH:8]=[CH:7][CH:6]=2)[CH:1]=1)(=[O:13])=[O:12])[CH2:21][C:22]1[CH:23]=[C:24]2[C:29](=[CH:30][CH:31]=1)[C:28]([NH2:32])=[N:27][CH:26]=[CH:25]2 |f:1.2.3,4.5,9.10,11.12,15.16|. Procedure: 0.10 g of 2-naphthalenylsulfonylchloride dissolved in 0.8 mL of dichloromethane and 0.2 mL of dioxane was added to a solution of 0.13 g of 1j in 6 mL dichloromethane and 0.17 mL of triethylamine at 0° C. After stirring at room temperature for 1 hour water was added , sodium hydroxide was added until pH 8-9 and the mixture was extracted with dichloromethane. The dichloromethane extract was dried (MgSO4) and concentrated. Purification (silica gel, dichloromethane/methanol 95/5), addition of one eq...